From a dataset of the Open Reaction Database (ORD), a public repository of structured organic reaction records. describe an organic reaction: reactants, conditions, products, and yield The reactants are C(C)OC(C1=CC=C(CC(C(=O)OC)(C(=O)OC)CC2=CC=C(C=C2)C(OCC)OCC)C=C1)OCC (dimethyl 2,2-di[4-(diethoxymethyl)benzyl]malonate), [H-].[H-].[H-].[H-].[Li+].[Al+3] (LiAlH4). The solvent is C1CCOC1 (THF). Reaction conditions: time 0.5 hour. Product: C(C)OC(C1=CC=C(CC(CO)(CO)CC2=CC=C(C=C2)C(OCC)OCC)C=C1)OCC (2,2-Di[4-(diethoxymethyl)benzyl]-1,3-propanediol). RXN SMILES: [CH2:1]([O:3][CH:4]([O:35][CH2:36][CH3:37])[C:5]1[CH:34]=[CH:33][C:8]([CH2:9][C:10]([CH2:19][C:20]2[CH:25]=[CH:24][C:23]([CH:26]([O:30][CH2:31][CH3:32])[O:27][CH2:28][CH3:29])=[CH:22][CH:21]=2)([C:15](OC)=[O:16])[C:11](OC)=[O:12])=[CH:7][CH:6]=1)[CH3:2].[H-].[H-].[H-].[H-].[Li+].[Al+3]>C1COCC1>[CH2:36]([O:35][CH:4]([O:3][CH2:1][CH3:2])[C:5]1[CH:34]=[CH:33][C:8]([CH2:9][C:10]([CH2:19][C:20]2[CH:21]=[CH:22][C:23]([CH:26]([O:27][CH2:28][CH3:29])[O:30][CH2:31][CH3:32])=[CH:24][CH:25]=2)([CH2:11][OH:12])[CH2:15][OH:16])=[CH:7][CH:6]=1)[CH3:37] |f:1.2.3.4.5.6|. Reported procedure: To a solution of dimethyl 2,2-di[4-(diethoxymethyl)benzyl]malonate (3 g, crude) in 200 mL of THF coole at 0° C. was added of LiAlH4 (0.7 g). The mixture was stirred for 0.5 h at room temperature and the quenched with acetone (5 mL), followed by 100 mL of 20% aqeous sodium potassium tartrate solution. The mixture was extracted with 2×200 mL of EtOAc. The extract was dried over Na2SO4 and concentrated to give the crude title compound which was used for next step without further purification. Solvent: O (water), O (water). As a reaction SMILES: [OH-:1].[Na+].[C:3]([OH:10])(=[O:9])/[CH:4]=[CH:5]\[C:6]([OH:8])=[O:7].OO>O.O.O.[O-][W]([O-])(=O)=O.[Na+].[Na+]>[C@@H:4]1([C:3]([OH:10])=[O:9])[O:1][C@@H:5]1[C:6]([OH:8])=[O:7] |f:0.1,5.6.7.8.9|. The reagents and catalysts are O.O.[O-][W](=O)(=O)[O-].[Na+].[Na+] (sodium tungstate dihydrate). Conditions: temperature 90 celsius. Procedure: A solution was prepared by dissolving 67 grams of sodium hydroxide in 400 ml of water. To this solution were added 130 g of maleic acid while maintaining the solution at a temperature below 98° C. An aqueous solution of hydrogen peroxide (30%) was then added, followed by the addition of a solution containing 2.0 g of sodium tungstate dihydrate in 8.0 ml of water. The solution was heated in a 90° C. oil bath for 30 minutes and then cooled to ≤60° C. A solution containing 44 g of aqueous NaOH (50%... Reactants: [OH-].[Na+] (sodium hydroxide), OO (hydrogen peroxide), [OH-].[Na+] (NaOH), C(\C=C/C(=O)O)(=O)O (maleic acid). Product: [C@@H]1([C@H](O1)C(=O)O)C(=O)O (cis-epoxysuccinic acid), D,L-tartaric acid. Starting materials: CNCC (Methylethylamine), Ti(OPr)4, [BH4-].[Na+] (Sodium borohydride), N (Ammonia), C(C)(C)(C)C=1C=C(C=C(C1O)C(C)(C)C)C=1OC(=C(N1)CCOC1=CC=C(C=C1)C=O)C (2-(3,5-di-t-butyl-4-hydroxyphenyl)-4-(2-(4-formylphenoxy)ethyl)-5-methyloxazole), C(Cl)Cl (Methylene chloride). The solvent is C(C)O (ethanol). Run at time 10 minute. The product is O.Cl.C(C)(C)(C)C=1C=C(C=C(C1O)C(C)(C)C)C=1OC(=C(N1)CCOC1=C(C=C(C=C1)C)CNCC)C (2-(3,5-di-t-butyl-4-hydroxyphenyl)-4-(2-(4-methylethylaminomethylphenoxy)ethyl)-5-methyloxazole hydrochloride hydrate). The yield is 63.0%. As a reaction SMILES: [CH3:1][NH:2][CH2:3][CH3:4].[C:5]([C:9]1[CH:10]=[C:11]([C:20]2[O:21][C:22]([CH3:36])=[C:23]([CH2:25][CH2:26][O:27][C:28]3[CH:33]=[CH:32][C:31]([CH:34]=O)=[CH:30][CH:29]=3)[N:24]=2)[CH:12]=[C:13]([C:16]([CH3:19])([CH3:18])[CH3:17])[C:14]=1[OH:15])([CH3:8])([CH3:7])[CH3:6].[BH4-].[Na+].N.C(Cl)[Cl:41]>C(O)C>[OH2:15].[ClH:41].[C:16]([C:13]1[CH:12]=[C:11]([C:20]2[O:21][C:22]([CH3:36])=[C:23]([CH2:25][CH2:26][O:27][C:28]3[CH:29]=[CH:30][C:31]([CH3:34])=[CH:32][C:33]=3[CH2:1][NH:2][CH2:3][CH3:4])[N:24]=2)[CH:10]=[C:9]([C:5]([CH3:6])([CH3:8])[CH3:7])[C:14]=1[OH:15])([CH3:18])([CH3:19])[CH3:17] |f:2.3,7.8.9|. Reported procedure: Methylethylamine, 0.71 ml (8.32 mmole) and 2.46 ml (8.32 mmole) Ti(OPr)4 were dissolved in 17 ml of ethanol and stirred for 10 minutes under nitrogen. Compound of step D, 1.75 g (4.16 mmole), was added and the mixture was stirred for 4 hours. Sodium borohydride, 240 mg (6.23 mmole) was added and the reaction was stirred for 3 days. Ammonia, 5.8 ml 2N, was added to give a thick suspension. Methylene chloride (40 ml) was added then 5.3 g diatomaceous earth and the mixture was stirred, and filtered... Reactants: Brc1ncccn1, OB(O)c1ccc(Br)cc1F, Cc1ccccc1, CCO, [Na+], [Na+], O=C([O-])[O-]. Product: Fc1cc(Br)ccc1-c1ncccn1. Reaction SMILES: [Br:12][c:13]1[n:14][cH:15][cH:16][cH:17][n:18]1.[Br:1][c:2]1[cH:3][c:4]([F:11])[c:5]([B:8]([OH:9])[OH:10])[cH:6][cH:7]1.[CH3:25][c:26]1[cH:27][cH:28][cH:29][cH:30][cH:31]1.[CH3:32][CH2:33][OH:34].[Na+:19].[Na+:20].[O-:21][C:22](=[O:23])[O-:24]>>[Br:1][c:2]1[cH:3][c:4]([F:11])[c:5](-[c:13]2[n:14][cH:15][cH:16][cH:17][n:18]2)[cH:6][cH:7]1. Reactants: C(C1=CC=CC=C1)SC=1C=C(C(NC1)=O)O (5-(benzylsulfanyl)-3-hydroxypyridin-2(1H)-one), COC1=NC=C(C=C1OC)SCC1=C(C=CC=C1)C (2,3-dimethoxy-5-[(2-methylbenzyl)sulfanyl]pyridine), COC1=NC=C(C=C1OC)SCC1=C(C=CC=C1)C (2,3-dimethoxy-5-[(2-methylbenzyl)sulfanyl]pyridine). The product is OC=1C(NC=C(C1)SCC1=C(C=CC=C1)C)=O (3-Hydroxy-5-[(2-methylbenzyl)sulfanyl]pyridin-2(1H)-one). As a reaction SMILES: C(SC1C=C(O)C(=O)NC=1)C1C=CC=CC=1.C[O:18][C:19]1[C:24]([O:25]C)=[CH:23][C:22]([S:27][CH2:28][C:29]2[CH:34]=[CH:33][CH:32]=[CH:31][C:30]=2[CH3:35])=[CH:21][N:20]=1>>[OH:25][C:24]1[C:19](=[O:18])[NH:20][CH:21]=[C:22]([S:27][CH2:28][C:29]2[CH:34]=[CH:33][CH:32]=[CH:31][C:30]=2[CH3:35])[CH:23]=1. Procedure details: Prepared as described for 5-(benzylsulfanyl)-3-hydroxypyridin-2(1H)-one (Example 1) from 2,3-dimethoxy-5-[(2-methylbenzyl)sulfanyl]pyridine (Intermediate 12). The reactants are ClC1=CC=C(C=C1)C1=NC=CC(N1)=O (2-(4-chlorophenyl)pyrimidin-4(3H)-one), P(=O)(Cl)(Cl)Cl (phosphoryl trichloride). Run in ClCCl (dichloromethane), C1(=CC=CC=C1)C (toluene). Reaction conditions: time 4 hour. Product: ClC1=NC(=NC=C1)C1=CC=C(C=C1)Cl (4-chloro-2-(4-chlorophenyl)pyrimidine). Yield: 90.9%. Reaction SMILES: [Cl:1][C:2]1[CH:7]=[CH:6][C:5]([C:8]2[NH:13][C:12](=O)[CH:11]=[CH:10][N:9]=2)=[CH:4][CH:3]=1.P(Cl)(Cl)([Cl:17])=O>C1(C)C=CC=CC=1.ClCCl>[Cl:17][C:12]1[CH:11]=[CH:10][N:9]=[C:8]([C:5]2[CH:6]=[CH:7][C:2]([Cl:1])=[CH:3][CH:4]=2)[N:13]=1. Reported procedure: 2-(4-chlorophenyl)pyrimidin-4(3H)-one (100 mg, 0.4840 mmol), suspended in toluene (2 ml), was treated with phosphoryl trichloride (443.0 μl, 4.840 mmol) at ambient temperature. The suspension was heated to reflux at which point the reaction became a colorless solution. After 4 hours, the reaction was cooled to ambient temperature and concentrated in vacuo to afford a white solid. The reaction was diluted with dichloromethane and washed with saturated aqueous sodium bicarbonate. The organics were...